From a dataset of the Open Reaction Database (ORD), a public repository of structured organic reaction records. describe an organic reaction: reactants, conditions, products, and yield Reactants: C(C)C=1C=C(C=CC1)O (3-ethylphenol), CCOC=1C=CC(=CC1)N (p-phenetidine), Cl (hydrochloric acid), N(=O)[O-].[Na+] (NaNO2). Solvent: [OH-].[Na+] (sodium hydroxide), O (water). Run at temperature 3 celsius, time 3 hour. Product: C(C)OC1=CC=C(C=C1)N=NC1=C(C=C(C=C1)O)CC (4'-ethoxy-2-ethyl-4-hydroxyazobenzene). Yield: 61.0%. RXN SMILES: [CH3:1][CH2:2][O:3][C:4]1[CH:5]=[CH:6][C:7]([NH2:10])=[CH:8][CH:9]=1.Cl.[N:12]([O-])=O.[Na+].[CH2:16]([C:18]1[CH:19]=[C:20]([OH:24])[CH:21]=[CH:22][CH:23]=1)[CH3:17]>O.[OH-].[Na+]>[CH2:2]([O:3][C:4]1[CH:9]=[CH:8][C:7]([N:10]=[N:12][C:23]2[CH:22]=[CH:21][C:20]([OH:24])=[CH:19][C:18]=2[CH2:16][CH3:17])=[CH:6][CH:5]=1)[CH3:1] |f:2.3,6.7|. Procedure details: 0.8 mol (109.8 g) of p-phenetidine and 2.1 mol (450 ml) of 16% hydrochloric acid were charged to a round bottomed flask. With cooling of the suspension to about 3° C., 59.2 g (0.8 mol) of NaNO2 dissolved in 320 ml of water was added dropwise over 2.5 hr. During this process the temperature was maintained between 1° and 4° C. After completion of the addition, the mixture was stirred for another 3 hr at 0°-3° C., and was allowed to stand overnight in a refrigerator. A solution of 0.8 mol (97.7 g) ... Starting materials: CC(=O)Nc1ccc(C(O)CNC2CC2)cc1F, Cl. Yields the product Nc1ccc(C(O)CNC2CC2)cc1F. RXN SMILES: [C:2](=[O:3])([CH3:4])[NH:5][c:6]1[c:7]([F:19])[cH:8][c:9]([CH:12]([CH2:13][NH:14][CH:15]2[CH2:16][CH2:17]2)[OH:18])[cH:10][cH:11]1.[ClH:1]>>[NH2:5][c:6]1[c:7]([F:19])[cH:8][c:9]([CH:12]([CH2:13][NH:14][CH:15]2[CH2:16][CH2:17]2)[OH:18])[cH:10][cH:11]1. Reactants: O=C([O-])[O-], CC(C)=O, ClCC1CO1, [K+], [K+], CCOC(=O)c1ccc(O)cc1. The product is CCOC(=O)c1ccc(OCC2CO2)cc1. As a reaction SMILES: [C:13](=[O:14])([O-:15])[O-:16].[CH3:24][C:25](=[O:26])[CH3:27].[Cl:19][CH2:20][CH:21]1[CH2:22][O:23]1.[K+:17].[K+:18].[OH:1][c:2]1[cH:3][cH:4][c:5]([C:6](=[O:7])[O:8][CH2:9][CH3:10])[cH:11][cH:12]1>>[O:1]([c:2]1[cH:3][cH:4][c:5]([C:6](=[O:7])[O:8][CH2:9][CH3:10])[cH:11][cH:12]1)[CH2:20][CH:21]1[CH2:22][O:23]1. Reactants: ClC12CC(CCC2O1)(F)Cl (1,3-dichloro-3-fluoro-7-oxabicyclo[4.1.0]heptane), CC1(C(CCCC1(Cl)Cl)(Cl)Cl)O (1-methyl-2,2,6,6tetrachlorocyclohexanol), [OH-].[Na+] (sodium hydroxide). Run in O (water). Run at time 15 minute. Yields the product ClC12C(C(CCC2O1)(Cl)Cl)C (1,3,3-trichloro-2-methyl-7-oxabicyclo[4.1.0]heptane). Isolated yield 95.5%. Reaction SMILES: ClC12[O:8]C1CCC(Cl)(F)C2.[CH3:11][C:12]1(O)[C:17]([Cl:19])([Cl:18])[CH2:16][CH2:15][CH2:14][C:13]1([Cl:21])Cl.[OH-].[Na+]>O>[Cl:21][C:13]12[O:8][CH:14]1[CH2:15][CH2:16][C:17]([Cl:19])([Cl:18])[CH:12]2[CH3:11] |f:2.3|. Procedure: The same procedure was employed as for the preparation of 2e in Example 17: it was performed with 3.97 g (15.75 mmol) of crude alcohol 1j, 20 cm3 of distilled water and 2.4 g (60 mmol) of sodium hydroxide; reaction time was 1 h 15 min; ether extraction (5×40 cm3); 3.29 g of epoxide 2h were obtained having a 95.5% yield based on the ketone (macrobore GC purity>99%) The reactants are ClC1=C(C=C(C=C1)OC)CC(=O)O ((2-chloro-5-methoxy-phenyl)-acetic acid), C(C(=O)Cl)(=O)Cl (oxalylchloride), acid chloride, ice water, Cl (hydrochloric acid), CN1C(COC2=C1C=CC=C2)=O (4-methyl-2H-1,4-benzoxazin-3(4H)-one), [Al+3].[Cl-].[Cl-].[Cl-] (AlCl3). The reagents and catalysts are CN(C=O)C (N,N-dimethylformamide). The solvent is O1CCCC1 (tetrahydrofuran), ClCCCl (1,2-dichloroethane), ClCCCl (1,2-dichloroethane). Run at time 8 hour. The product is ClC1=C(C=C(C=C1)OC)CC(=O)C=1C=CC2=C(N(C(CO2)=O)C)C1 (6-[2-(2-Chloro-5-methoxy-phenyl)-acetyl]-4-methyl-4H-benzo[1,4]oxazin-3-one). The yield is 92.8%. RXN SMILES: [Cl:1][C:2]1[CH:7]=[CH:6][C:5]([O:8][CH3:9])=[CH:4][C:3]=1[CH2:10][C:11]([OH:13])=O.C(Cl)(=O)C(Cl)=O.[CH3:20][N:21]1[C:26]2[CH:27]=[CH:28][CH:29]=[CH:30][C:25]=2[O:24][CH2:23][C:22]1=[O:31].[Al+3].[Cl-].[Cl-].[Cl-].Cl>O1CCCC1.CN(C)C=O.ClCCCl>[Cl:1][C:2]1[CH:7]=[CH:6][C:5]([O:8][CH3:9])=[CH:4][C:3]=1[CH2:10][C:11]([C:28]1[CH:29]=[CH:30][C:25]2[O:24][CH2:23][C:22](=[O:31])[N:21]([CH3:20])[C:26]=2[CH:27]=1)=[O:13] |f:3.4.5.6|. Procedure: To a solution of (2-chloro-5-methoxy-phenyl)-acetic acid (1 g) in tetrahydrofuran (20 ml) were added N,N-dimethylformamide (2 drops) and oxalylchloride (1.03 g). The mixture was stirred overnight at room temperature. The solvent was evaporated; toluene was added and again evaporated. The residue was dried under high vacuum to give the crude acid chloride. To a cooled solution (ice bath) of 4-methyl-2H-1,4-benzoxazin-3(4H)-one (830 mg) in 1,2-dichloroethane (5 ml) was added AlCl3 (1.99 g). The mi...